From a dataset of the Open Reaction Database (ORD), a public repository of structured organic reaction records. describe an organic reaction: reactants, conditions, products, and yield As a reaction SMILES: [CH3:16][CH2:17][O:18][CH2:19][CH3:20].[CH3:1][c:2]1[c:3]2[c:4]([c:5]([C:7](=[O:8])[OH:9])[s:6]1)[CH2:10][CH2:11][C:12]([CH3:14])([CH3:15])[CH2:13]2.[Li:21][CH3:22]>>[CH3:1][c:2]1[c:3]2[c:4]([c:5]([C:7](=[O:9])[CH3:16])[s:6]1)[CH2:10][CH2:11][C:12]([CH3:14])([CH3:15])[CH2:13]2. The reactants are CCOCC, Cc1sc(C(=O)O)c2c1CC(C)(C)CC2, [Li]C. Yields the product CC(=O)c1sc(C)c2c1CCC(C)(C)C2.